From a dataset of the Open Reaction Database (ORD), a public repository of structured organic reaction records. describe an organic reaction: reactants, conditions, products, and yield The reactants are C(C)(C)(C)OC(NC(C(C)(C)C)C(=O)N1C2C(CC1)N(CC2C(NC2=CC=CC1=CC=CC=C21)=O)C(CNC(=O)OCC2=CC=CC=C2)=O)=O ({1-[4-(2-Benzyloxycarbonylamino-acetyl)-6-(naphthalen-1-ylcarbamoyl)-hexahydro-pyrrolo[3,2-b]pyrrole-1-carbonyl]-2,2-dimethyl-propyl}-carbamic acid tert-butyl ester), C(=O)(C(F)(F)F)O (TFA). The solvent is C(Cl)Cl (DCM). Reaction conditions: time 2 hour. The product is C(C1=CC=CC=C1)OC(NCC(=O)N1C2C(C(C1)C(NC1=CC=CC3=CC=CC=C13)=O)N(CC2)C(C(C(C)(C)C)N)=O)=O ({2-[4-(2-Amino-3,3-dimethyl-butyryl)-3-(naphthalen-1-ylcarbamoyl)-hexahydro-pyrrolo[3,2-b]pyrrol-1-yl]-2-oxo-ethyl}-carbamic acid benzyl ester). Yield: 92.4%. RXN SMILES: C(OC(=O)[NH:7][CH:8]([C:13]([N:15]1[CH2:19][CH2:18][CH:17]2[N:20]([C:36](=[O:49])[CH2:37][NH:38][C:39]([O:41][CH2:42][C:43]3[CH:48]=[CH:47][CH:46]=[CH:45][CH:44]=3)=[O:40])[CH2:21][CH:22]([C:23](=[O:35])[NH:24][C:25]3[C:34]4[C:29](=[CH:30][CH:31]=[CH:32][CH:33]=4)[CH:28]=[CH:27][CH:26]=3)[CH:16]12)=[O:14])[C:9]([CH3:12])([CH3:11])[CH3:10])(C)(C)C.C(O)(C(F)(F)F)=O>C(Cl)Cl>[CH2:42]([O:41][C:39](=[O:40])[NH:38][CH2:37][C:36]([N:20]1[CH2:21][CH:22]([C:23](=[O:35])[NH:24][C:25]2[C:34]3[C:29](=[CH:30][CH:31]=[CH:32][CH:33]=3)[CH:28]=[CH:27][CH:26]=2)[CH:16]2[N:15]([C:13](=[O:14])[CH:8]([NH2:7])[C:9]([CH3:10])([CH3:11])[CH3:12])[CH2:19][CH2:18][CH:17]12)=[O:49])[C:43]1[CH:44]=[CH:45][CH:46]=[CH:47][CH:48]=1. Procedure: A solution of 57 (570 mg) in DCM (10 mL) was treated with TFA (3 mL) at ambient temperature. After 2 h, the solution was concentrated, diluted with EtOAc, and washed with saturated NaHCO3. The aqueous phase was back extracted with DCM and the combined organic extracts were washed with brine, dried over anhydrous Na2SO4, filtered and concentrated to afford 58 (450 mg) which was used without further purification. Mass spectrum, m/z [586.4] (M+H)+. Starting materials: CO (methanol), COC1=CC=C(C=O)C=C1 (p-methoxybenzaldehyde). The solvent is O (water), O (water). The product is OC1=CC=C(C=O)C=C1 (p-hydroxybenzaldehyde). Reaction SMILES: CO.C[O:4][C:5]1[CH:12]=[CH:11][C:8]([CH:9]=[O:10])=[CH:7][CH:6]=1>O>[OH:4][C:5]1[CH:12]=[CH:11][C:8]([CH:9]=[O:10])=[CH:7][CH:6]=1. Procedure: The reactions are carried out in a manner similar to Examples 1 to 19. However, water is added but no methanol. The starting material and reaction product and the blanketing stream of nitrogen are passed downward over the fixed-bed catalyst by the co-current method. With the aid of this downward-flow procedure, it is also possible to convert liquid phases. At 200° C., for example, the water will be in the form of steam but p-methoxybenzaldehyde (boiling point 248° C.) will still be substantially... The reactants are FC1=C(C(=CC=C1N)F)NC1=NC=CC=C1C1=C2N=CN(C2=NC=N1)C1OCCCC1 (2,6-difluoro-N1-(3-(9-(tetrahydro-2H-pyran-2-yl)-9H-purin-6-yl)pyridin-2-yl)benzene-1,3-diamine), CN1N=CC(=C1)S(=O)(=O)Cl (1-methyl-1H-pyrazole-4-sulfonyl chloride), N1=CC=CC=C1 (pyridine). Solvent: ClCCl (dichloromethane). Conditions: temperature 50 celsius, time 2 hour. The product is FC1=C(C=CC(=C1NC1=NC=CC=C1C1=C2N=CN(C2=NC=N1)C1OCCCC1)F)NS(=O)(=O)C=1C=NN(C1)C (N-(2,4-difluoro-3-(3-(9-(tetrahydro-2H-pyran-2-yl)-9H-purin-6-yl)pyridin-2-ylamino)phenyl)-1-methyl-1H-pyrazole-4-sulfonamide). Reaction SMILES: [F:1][C:2]1[C:7]([NH2:8])=[CH:6][CH:5]=[C:4]([F:9])[C:3]=1[NH:10][C:11]1[C:16]([C:17]2[N:25]=[CH:24][N:23]=[C:22]3[C:18]=2[N:19]=[CH:20][N:21]3[CH:26]2[CH2:31][CH2:30][CH2:29][CH2:28][O:27]2)=[CH:15][CH:14]=[CH:13][N:12]=1.[CH3:32][N:33]1[CH:37]=[C:36]([S:38](Cl)(=[O:40])=[O:39])[CH:35]=[N:34]1.N1C=CC=CC=1>ClCCl>[F:1][C:2]1[C:3]([NH:10][C:11]2[C:16]([C:17]3[N:25]=[CH:24][N:23]=[C:22]4[C:18]=3[N:19]=[CH:20][N:21]4[CH:26]3[CH2:31][CH2:30][CH2:29][CH2:28][O:27]3)=[CH:15][CH:14]=[CH:13][N:12]=2)=[C:4]([F:9])[CH:5]=[CH:6][C:7]=1[NH:8][S:38]([C:36]1[CH:35]=[N:34][N:33]([CH3:32])[CH:37]=1)(=[O:40])=[O:39]. Reported procedure: The 2,6-difluoro-N1-(3-(9-(tetrahydro-2H-pyran-2-yl)-9H-purin-6-yl)pyridin-2-yl)benzene-1,3-diamine (20 mg, 0.047 mmol) prepared at Step 9 was added and dissolved into dichloromethane solvent. 1-methyl-1H-pyrazole-4-sulfonyl chloride (13 mg, 0.07 mmol) and pyridine (8 uL, 0.094 mmol) were added into the reaction solution and stirred at 50° C. for 2 hours. After the reaction, the reactant was washed with 1N aqueous hydrochloric acid solution and salt water. After extraction with dichloromethane, ... Reactants: O=C([O-])O, CC(C)=O, [Cl-], CCC12CCC(=O)C=C1c1c(cc(OCC(=O)OCC3COC(C)(C)O3)c(Cl)c1Cl)C2, Cl, [Na+], [Na+]. Product: CCC12CCC(=O)C=C1c1c(cc(OCC(=O)OCC(O)CO)c(Cl)c1Cl)C2. RXN SMILES: [C:33](=[O:34])([OH:35])[O-:36].[CH3:40][C:41](=[O:42])[CH3:43].[Cl-:39].[Cl:1][c:2]1[c:3]2[c:11]([cH:12][c:13]([O:16][CH2:17][C:18](=[O:19])[O:20][CH2:21][CH:22]3[O:23][C:24]([CH3:27])([CH3:28])[O:25][CH2:26]3)[c:14]1[Cl:15])[CH2:10][C:9]1([CH2:29][CH3:30])[C:4]2=[CH:5][C:6](=[O:31])[CH2:7][CH2:8]1.[ClH:32].[Na+:37].[Na+:38]>>[Cl:1][c:2]1[c:3]2[c:11]([cH:12][c:13]([O:16][CH2:17][C:18](=[O:19])[O:20][CH2:21][CH:22]([OH:23])[CH2:26][OH:25])[c:14]1[Cl:15])[CH2:10][C:9]1([CH2:29][CH3:30])[C:4]2=[CH:5][C:6](=[O:31])[CH2:7][CH2:8]1. Reactants: Fc1cc2nc(-c3ccc(Cl)cc3)n(C(CBr)C3CCCCC3)c2cc1F, CN(C)C=O, CCOC(C)=O, Cl, [H-], [Na+], Oc1cccnc1. The product is Fc1cc2nc(-c3ccc(Cl)cc3)n(C(COc3cccnc3)C3CCCCC3)c2cc1F. RXN SMILES: [Br:10][CH2:11][CH:12]([CH:13]1[CH2:14][CH2:15][CH2:16][CH2:17][CH2:18]1)[n:19]1[c:20](-[c:30]2[cH:31][cH:32][c:33]([Cl:36])[cH:34][cH:35]2)[n:21][c:22]2[c:23]1[cH:24][c:25]([F:29])[c:26]([F:28])[cH:27]2.[CH3:38][N:39]([CH3:40])[CH:41]=[O:42].[CH3:43][CH2:44][O:45][C:46](=[O:47])[CH3:48].[ClH:37].[H-:8].[Na+:9].[OH:1][c:2]1[cH:3][n:4][cH:5][cH:6][cH:7]1>>[O:1]([c:2]1[cH:3][n:4][cH:5][cH:6][cH:7]1)[CH2:11][CH:12]([CH:13]1[CH2:14][CH2:15][CH2:16][CH2:17][CH2:18]1)[n:19]1[c:20](-[c:30]2[cH:31][cH:32][c:33]([Cl:36])[cH:34][cH:35]2)[n:21][c:22]2[c:23]1[cH:24][c:25]([F:29])[c:26]([F:28])[cH:27]2. Reactants: COC(CC(N1C(C2=C(C=CC=C2C1)[N+](=O)[O-])=O)C1=CC(=C(C=C1)OC(F)F)OCC)=O (3-(4-difluoromethoxy-3-ethoxy-phenyl)-3-(7-nitro-1-oxo-1,3-dihydro-isoindol-2-yl)-propionic acid methyl ester). Reagents/catalysts: [Pd] (palladium on carbon). Yields the product COC(CC(C1=CC(=C(C=C1)OC(F)F)OCC)N1C(C2=C(C=CC=C2C1)N)=O)=O (3-(7-Amino-1-oxo-1,3-dihydro-isoindol-2-yl)-3-(4-difluoromethoxy-3-ethoxy-phenyl)-propionic acid methyl ester). Reaction SMILES: [CH3:1][O:2][C:3](=[O:32])[CH2:4][CH:5]([C:19]1[CH:24]=[CH:23][C:22]([O:25][CH:26]([F:28])[F:27])=[C:21]([O:29][CH2:30][CH3:31])[CH:20]=1)[N:6]1[CH2:14][C:13]2[C:8](=[C:9]([N+:15]([O-])=O)[CH:10]=[CH:11][CH:12]=2)[C:7]1=[O:18]>[Pd]>[CH3:1][O:2][C:3](=[O:32])[CH2:4][CH:5]([N:6]1[CH2:14][C:13]2[C:8](=[C:9]([NH2:15])[CH:10]=[CH:11][CH:12]=2)[C:7]1=[O:18])[C:19]1[CH:24]=[CH:23][C:22]([O:25][CH:26]([F:28])[F:27])=[C:21]([O:29][CH2:30][CH3:31])[CH:20]=1. Procedure details: 3-(7-Amino-1-oxo-1,3-dihydro-isoindol-2-yl)-3-(4-difluoromethoxy-3-ethoxy-phenyl)-propionic acid methyl ester was prepared by the procedure of example 14 from 3-(4-difluoromethoxy-3-ethoxy-phenyl)-3-(7-nitro-1-oxo-1,3-dihydro-isoindol-2-yl)-propionic acid methyl ester (9.1 g, 0.02 mol) and palladium on carbon under hydrogen pressure (50 psi). The product was used in the next step without further purification.